From a dataset of the Open Reaction Database (ORD), a public repository of structured organic reaction records. describe an organic reaction: reactants, conditions, products, and yield Starting materials: [Cl-].COC[P+](C1=CC=CC=C1)(C1=CC=CC=C1)C1=CC=CC=C1 (methoxymethyltriphenylphosphonium chloride), C(CCC)[Li] (n-butyllithium), Cl(=O)(=O)(=O)O (perchloric acid), S1CCCC(C2=C1C=CC=C2)=O (3,4-dihydro-1-benzothiepin-5(2H)-one). Solvent: O1CCCC1 (tetrahydrofuran), CCCCCC (hexane), O1CCCC1 (tetrahydrofuran), O1CCCC1 (tetrahydrofuran). Reaction conditions: time 5 minute. Yields the product S1CCCC(C2=C1C=CC=C2)C=O (2,3,4,5-tetrahydro-1-benzothiepine-5-carboxaldehyde). Yield: 58.3%. RXN SMILES: [Cl-].[CH3:2][O:3]C[P+](C1C=CC=CC=1)(C1C=CC=CC=1)C1C=CC=CC=1.C([Li])CCC.[S:29]1[C:35]2[CH:36]=[CH:37][CH:38]=[CH:39][C:34]=2[C:33](=O)[CH2:32][CH2:31][CH2:30]1.Cl(O)(=O)(=O)=O>O1CCCC1.CCCCCC>[S:29]1[C:35]2[CH:36]=[CH:37][CH:38]=[CH:39][C:34]=2[CH:33]([CH:2]=[O:3])[CH2:32][CH2:31][CH2:30]1 |f:0.1|. Reported procedure: A solution of 20.0 g of methoxymethyltriphenylphosphonium chloride in 60 ml of absolute tetrahydrofuran was treated dropwise at 0° C. under argon with 43 ml of 1.4N n-butyllithium in hexane. The mixture was stirred for 1/4 hour. Thereafter, the mixture was treated with 8.02 g of 3,4-dihydro-1-benzothiepin-5(2H)-one in a small amount of tetrahydrofuran. After 5 minutes, the cooling bath was removed and the reaction mixture was stirred at room temperature for an additional 11/2 hours. Thereafter, ... Reactants: COCC1N(CCC1)C1=CC(=CC=C1)[N+](=O)[O-] (2-(methoxymethyl)-1-(3-nitrophenyl)pyrrolidine). The reagents and catalysts are [Pd] (Pd/C). Solvent: CO (MeOH). Run at time 18 hour. The product is COCC1N(CCC1)C=1C=C(N)C=CC1 (3-(2-(methoxymethyl)pyrrolidin-1-yl)aniline). Yield: 97.0%. As a reaction SMILES: [CH3:1][O:2][CH2:3][CH:4]1[CH2:8][CH2:7][CH2:6][N:5]1[C:9]1[CH:14]=[CH:13][CH:12]=[C:11]([N+:15]([O-])=O)[CH:10]=1>CO.[Pd]>[CH3:1][O:2][CH2:3][CH:4]1[CH2:8][CH2:7][CH2:6][N:5]1[C:9]1[CH:10]=[C:11]([CH:12]=[CH:13][CH:14]=1)[NH2:15]. Procedure: The mixture of 2-(methoxymethyl)-1-(3-nitrophenyl)pyrrolidine (200 mg, 0.85 mmol), Pd/C (50 mg, 10%) in 50 mL of MeOH was stirred at room temperature for 18 hours under H2 atmosphere. Pd/C was filtrated off and the filtrate was concentrated under reduce pressure to give crude 3-(2-(methoxymethyl)pyrrolidin-1-yl)aniline (170 mg) as an oil. LC-MS: 207 [M+H]+, tR=1.15 min. The reactants are CCCCCCCOc1ccc(OCC(O)Cn2ccc3cc(C#N)ccc32)cc1, CC(C)(C)O, [K+], [OH-]. Product: CCCCCCCOc1ccc(OCC(O)Cn2ccc3cc(C(N)=O)ccc32)cc1. Reaction SMILES: [CH2:1]([CH2:2][CH2:3][CH2:4][CH2:5][CH2:6][CH3:7])[O:8][c:9]1[cH:10][cH:11][c:12]([O:13][CH2:14][CH:15]([CH2:16][n:17]2[cH:18][cH:19][c:20]3[cH:21][c:22]([C:26]#[N:27])[cH:23][cH:24][c:25]23)[OH:28])[cH:29][cH:30]1.[CH3:33][C:34]([OH:35])([CH3:36])[CH3:37].[K+:32].[OH-:31]>>[CH2:1]([CH2:2][CH2:3][CH2:4][CH2:5][CH2:6][CH3:7])[O:8][c:9]1[cH:10][cH:11][c:12]([O:13][CH2:14][CH:15]([CH2:16][n:17]2[cH:18][cH:19][c:20]3[cH:21][c:22]([C:26]([NH2:27])=[O:31])[cH:23][cH:24][c:25]23)[OH:28])[cH:29][cH:30]1.